The task is: describe an organic reaction: reactants, conditions, products, and yield. This data is from the Open Reaction Database (ORD), a public repository of structured organic reaction records. Reactants: C1(=CC=CC=C1)C(=NNC1=CC(=CC2=C1OC1=C2CN(CC1)C(=O)OC(C)(C)C)S(=O)(=O)C1=CC=CC=C1)C1=CC=CC=C1 (tert-butyl 6-(2-(diphenylmethylene)hydrazinyl)-8-(phenylsulfonyl)-3,4-dihydrobenzofuro[3,2-c]pyridine-2(1H)-carboxylate), COC(CC(OC)OC)OC (1,1,3,3-tetramethoxypropane), Cl (HCl). Solvent: C(C)O (ethanol). Reaction conditions: temperature 100 celsius. Product: C1(=CC=CC=C1)S(=O)(=O)C=1C=C(C2=C(C1)C=1CNCCC1O2)N2N=CC=C2 (8-(phenylsulfonyl)-6-(1H-pyrazol-1-yl)-1,2,3,4-tetrahydrobenzofuro[3,2-c]pyridine). The yield is 60.6%. Reaction SMILES: [C:1]1([C:7](C2C=CC=CC=2)=[N:8][NH:9][C:10]2[C:15]3[O:16][C:17]4[CH2:22][CH2:21][N:20](C(OC(C)(C)C)=O)[CH2:19][C:18]=4[C:14]=3[CH:13]=[C:12]([S:30]([C:33]3[CH:38]=[CH:37][CH:36]=[CH:35][CH:34]=3)(=[O:32])=[O:31])[CH:11]=2)[CH:6]=CC=CC=1.COC(OC)CC(OC)OC.Cl>C(O)C>[C:33]1([S:30]([C:12]2[CH:11]=[C:10]([N:9]3[CH:6]=[CH:1][CH:7]=[N:8]3)[C:15]3[O:16][C:17]4[CH2:22][CH2:21][NH:20][CH2:19][C:18]=4[C:14]=3[CH:13]=2)(=[O:31])=[O:32])[CH:38]=[CH:37][CH:36]=[CH:35][CH:34]=1. Procedure details: A mixture of the product of step B (65 mg, 0.10 mmol), 1,1,3,3-tetramethoxypropane (18 μL, 0.11 mmol) and concentrated HCl (0.25 mL) was dissolved in ethanol (5 mL). The reaction flask was purged with argon, sealed and heated at 100° C. for 5 h. The reaction mixture was cooled to ambient temperature, quenched with 10% sodium bicarbonate solution, and extracted with dichloromethane. The organic extract was washed with brine, dried over sodium sulfate, and concentrated in vacuo. The residue was pu... Starting materials: CC1=C(C(=CC=C1)C)O (2,6-dimethylphenol), C=O (paraformaldehyde), CNC (dimethylamine), C=CC=C (1,3-butadiene). Reaction SMILES: [CH3:1][C:2]1[CH:7]=[CH:6][CH:5]=[C:4]([CH3:8])[C:3]=1[OH:9].[CH2:10]=O.CNC.[CH2:15]=[CH:16][CH:17]=[CH2:18]>C(O)(C)C>[CH3:8][C:4]1[C:3](=[O:9])[C:2]([CH3:1])=[CH:7][C:6]2([CH2:10][CH2:18][CH:17]=[CH:16][CH2:15]2)[CH:5]=1. Product: CC1=CC2(C=C(C1=O)C)CC=CCC2 (2,4-dimethylspiro[5.5]undeca-1,4,8-trien-3-one). Solvent: C(C)(C)O (isopropyl alcohol). Procedure details: Following the same general procedure as in Example I, 50 mmols of 2,6-dimethylphenol were reacted with 55 mmols of paraformaldehyde, 12.5 mmols of aqueous dimethylamine, and 100 mmols of 1,3-butadiene in 54 g of isopropyl alcohol at about 190° C. for 9-10 hours. The process resulted in the formation of 2,4-dimethylspiro[5.5]undeca-1,4,8-trien-3-one. The reactants are O=C(O)C(=O)N1CCC(Oc2ccc(Cl)cc2)CC1, Nc1ccc2c(c1)CC(=O)N2. Product: O=C1Cc2cc(NC(=O)C(=O)N3CCC(Oc4ccc(Cl)cc4)CC3)ccc2N1. RXN SMILES: [Cl:1][c:2]1[cH:3][cH:4][c:5]([O:6][CH:7]2[CH2:8][CH2:9][N:10]([C:13]([C:14](=[O:15])[OH:16])=[O:17])[CH2:11][CH2:12]2)[cH:18][cH:19]1.[NH2:20][c:21]1[cH:22][c:23]2[c:27]([cH:28][cH:29]1)[NH:26][C:25](=[O:30])[CH2:24]2>>[Cl:1][c:2]1[cH:3][cH:4][c:5]([O:6][CH:7]2[CH2:8][CH2:9][N:10]([C:13]([C:14](=[O:16])[NH:20][c:21]3[cH:22][c:23]4[c:27]([cH:28][cH:29]3)[NH:26][C:25](=[O:30])[CH2:24]4)=[O:17])[CH2:11][CH2:12]2)[cH:18][cH:19]1.